Dataset: the Open Reaction Database (ORD), a public repository of structured organic reaction records. Task: describe an organic reaction: reactants, conditions, products, and yield Starting materials: CCNCC, CC#N, CSC(=N)N[N+](=O)[O-]. Yields the product CCN(CC)C(=N)N[N+](=O)[O-]. Reaction SMILES: [CH2:9]([CH3:10])[NH:11][CH2:12][CH3:13].[CH3:14][C:15]#[N:16].[CH3:1][S:2][C:3]([NH:4][N+:5](=[O:6])[O-:7])=[NH:8]>>[C:3]([NH:4][N+:5](=[O:6])[O-:7])(=[NH:8])[N:11]([CH2:9][CH3:10])[CH2:12][CH3:13]. Reactants: C(C(=O)O)(=O)O.C(CCCC)C1(CNC1)C1=CC=CC=C1 (3-pentyl-3-phenylazetidine oxalate). The reagents and catalysts are [Rh] (rhodium-on-alumina). Run in O (water), C1CCOC1 (THF). Run at temperature 80 celsius, time 23 hour. The product is C(C(=O)O)(=O)O.C1(CCCCC1)C1(CNC1)CCCCC (3-cyclohexyl-3-pentylazetidine oxalate). Yield: 54.8%. As a reaction SMILES: [C:1]([OH:6])(=[O:5])[C:2]([OH:4])=[O:3].[CH2:7]([C:12]1([C:16]2[CH:21]=[CH:20][CH:19]=[CH:18][CH:17]=2)[CH2:15][NH:14][CH2:13]1)[CH2:8][CH2:9][CH2:10][CH3:11]>O.C1COCC1.[Rh]>[C:1]([OH:6])(=[O:5])[C:2]([OH:4])=[O:3].[CH:16]1([C:12]2([CH2:7][CH2:8][CH2:9][CH2:10][CH3:11])[CH2:13][NH:14][CH2:15]2)[CH2:17][CH2:18][CH2:19][CH2:20][CH2:21]1 |f:0.1,5.6|. Procedure: 254 mg of rhodium-on-alumina at 5% are added to 652 mg (2.62 mmol) of 3-pentyl-3-phenylazetidine oxalate (cf.) in 13 ml of water and 6.5 ml of THF. The medium is placed under a hydrogen atmosphere at 6 bar of pressure and heated at 80° C. After 23 hours, the reaction medium is filtered through celite and the solvents are evaporated off. 0.43 g of 3-cyclohexyl-3-pentylazetidine oxalate is obtained with a yield of 64%. Starting materials: [OH-].[Na+] (sodium hydroxide), S1C=C(C=C1)C(=O)N1CCCC1 (1-(3-thienylcarbonyl) pyrrolidine), [H-].[Al+3].[Li+].[H-].[H-].[H-] (lithium aluminium hydride). Solvent: C(C)OCC (diethylether), C(C)OCC (diethylether). Conditions: time 1 hour. The product is S1C=C(C=C1)CN1CCCC1 (1-(3-Thienylmethyl)pyrrolidine). Yield: 88.5%. As a reaction SMILES: [S:1]1[CH:5]=[CH:4][C:3]([C:6]([N:8]2[CH2:12][CH2:11][CH2:10][CH2:9]2)=O)=[CH:2]1.[H-].[Al+3].[Li+].[H-].[H-].[H-].[OH-].[Na+]>C(OCC)C>[S:1]1[CH:5]=[CH:4][C:3]([CH2:6][N:8]2[CH2:12][CH2:11][CH2:10][CH2:9]2)=[CH:2]1 |f:1.2.3.4.5.6,7.8|. Procedure: A solution of 1-(3-thienylcarbonyl) pyrrolidine (12 g) in dry diethylether (200 ml) was added to a slurry of lithium aluminium hydride (2.6 g) in dry diethylether (100 ml). The mixture was stirred for 1 hour, and aqueous 5 M sodium hydroxide (20 ml) was added. The mixture was filtered and the filtrate was distilled to give the title compound (9.8 g) as a colourless oil. b.p. 120/15 mm. Reactants: C(C)(C)(C)OC(=O)N1C[C@H]([C@@H]([C@H](C1)OCC1=CC2=CC=CC=C2C(=C1)OC)C1=CC=C(C=C1)OCCCOCC1=C(C=CC(=C1)F)OC)OC[C@@H](COC)O ((3S,4R,5R)-4-{4-[3-(5-fluoro-2-methoxy-benzyloxy)-propoxy]-phenyl}-3-[(2R)-2-hydroxy-3-methoxy-propoxy]-5-(4-methoxy-naphthalen-2-ylmethoxy)-piperidine-1-carboxylic acid tert-butyl ester), Cl (hydrochloric acid). Solvent: CO (methanol). Yields the product FC=1C=CC(=C(COCCCOC2=CC=C(C=C2)[C@H]2[C@@H](CNC[C@@H]2OCC2=CC3=CC=CC=C3C(=C2)OC)OC[C@@H](COC)O)C1)OC ((R)-1-[(3S,4R,5R)-4-[4-[3-(5-fluoro-2-methoxy-benzyloxy)-propoxy]-phenyl]-5-(4-methoxy-naphthalen-2-ylmethoxy)-piperidin-3-yloxy]-3-methoxy-propan-2-ol). RXN SMILES: C(OC([N:8]1[CH2:13][C@H:12]([O:14][CH2:15][C:16]2[CH:25]=[C:24]([O:26][CH3:27])[C:23]3[C:18](=[CH:19][CH:20]=[CH:21][CH:22]=3)[CH:17]=2)[C@@H:11]([C:28]2[CH:33]=[CH:32][C:31]([O:34][CH2:35][CH2:36][CH2:37][O:38][CH2:39][C:40]3[CH:45]=[C:44]([F:46])[CH:43]=[CH:42][C:41]=3[O:47][CH3:48])=[CH:30][CH:29]=2)[C@H:10]([O:49][CH2:50][C@H:51]([OH:55])[CH2:52][O:53][CH3:54])[CH2:9]1)=O)(C)(C)C.Cl>CO>[F:46][C:44]1[CH:43]=[CH:42][C:41]([O:47][CH3:48])=[C:40]([CH:45]=1)[CH2:39][O:38][CH2:37][CH2:36][CH2:35][O:34][C:31]1[CH:32]=[CH:33][C:28]([C@@H:11]2[C@@H:12]([O:14][CH2:15][C:16]3[CH:25]=[C:24]([O:26][CH3:27])[C:23]4[C:18](=[CH:19][CH:20]=[CH:21][CH:22]=4)[CH:17]=3)[CH2:13][NH:8][CH2:9][C@H:10]2[O:49][CH2:50][C@H:51]([OH:55])[CH2:52][O:53][CH3:54])=[CH:29][CH:30]=1. Procedure details: In analogy to the procedure described in example 1(l) the (3S,4R,5R)-4-{4-[3-(5-fluoro-2-methoxy-benzyloxy)-propoxy]-phenyl}-3-[(2R)-2-hydroxy-3-methoxy-propoxy]-5-(4-methoxy-naphthalen-2-ylmethoxy)-piperidine-1-carboxylic acid tert-butyl ester was deprotected with hydrochloric acid in methanol to yield the (R)-1-[(3S,4R,5R)-4-[4-[3-(5-fluoro-2-methoxy-benzyloxy)-propoxy]-phenyl]-5-(4-methoxy-naphthalen-2-ylmethoxy)-piperidin-3-yloxy]-3-methoxy-propan-2-ol as colorless oil; MS: 664 (M+H)+. The reactants are [Si](C)(C)(C(C)(C)C)OC1=CC(CC1=O)(CCCCOC1=CC=CC=C1)O (5-t-butyldimethylsilyloxy-3-hydroxy-3-(4-phenoxybutyl)cyclopentenone), [Cl-].[Na+] (sodium chloride), CCOCC (ether), [N+](CCCC)(CCCC)(CCCC)CCCC.[F-].O.O.O (n-Bu4NF.3H2O). Reported procedure: 8 g (22 mmoles) of 5-t-butyldimethylsilyloxy-3-hydroxy-3-(4-phenoxybutyl)cyclopentenone was dissolved in 25 ml of tetrahydrofuran, and 11 g (35 mmoles) of n-Bu4NF.3H2O was added. The mixture was stirred at room temperature for 4 hours. After the addition, a saturated sodium chloride solution and ether were added. The aqueous layer was extracted with ethyl acetate. The extract was dried over anhydrous magnesium sulfate. After filtration and concentration, the residue was chromatographed on a sili... The yield is 677.3%. Solvent: O1CCCC1 (tetrahydrofuran). Run at time 4 hour. The product is O(C1=CC=CC=C1)CCCCC1(C=CC(C1)O)O (4-(4-phenoxybutyl)cyclopent-2-ene-1,4-diol). RXN SMILES: [Si](O[C:9]1[C:13](=[O:14])[CH2:12][C:11]([OH:26])([CH2:15][CH2:16][CH2:17][CH2:18][O:19][C:20]2[CH:25]=[CH:24][CH:23]=[CH:22][CH:21]=2)[CH:10]=1)(C(C)(C)C)(C)C.[N+](CCCC)(CCCC)(CCCC)CCCC.[F-].O.O.O.[Cl-].[Na+].CCOCC>O1CCCC1>[O:19]([CH2:18][CH2:17][CH2:16][CH2:15][C:11]1([OH:26])[CH2:12][CH:13]([OH:14])[CH:9]=[CH:10]1)[C:20]1[CH:21]=[CH:22][CH:23]=[CH:24][CH:25]=1 |f:1.2.3.4.5,6.7|.